From a dataset of the Open Reaction Database (ORD), a public repository of structured organic reaction records. describe an organic reaction: reactants, conditions, products, and yield The reactants are C(CC)NC=1SC(=CN1)C(=O)NC=1SC(=CN1)C(NC=1SC=C(N1)C1=CC=C(C=C1)C)=O (2-(propylamino)-N-(5-(4-p-tolylthiazol-2-ylcarbamoyl)thiazol-2-yl)thiazole-5-carboxamide). RXN SMILES: [CH2:1]([NH:4][C:5]1[S:6][C:7]([C:10]([NH:12][C:13]2[S:14][C:15]([C:18](=O)[NH:19][C:20]3[S:21][CH:22]=[C:23]([C:25]4[CH:30]=[CH:29][C:28]([CH3:31])=[CH:27][CH:26]=4)[N:24]=3)=[CH:16][N:17]=2)=O)=[CH:8][N:9]=1)[CH2:2][CH3:3]>C1COCC1>[CH2:1]([NH:4][C:5]1[S:6][C:7]([CH2:10][NH:12][C:13]2[S:14][C:15]([CH2:18][NH:19][C:20]3[S:21][CH:22]=[C:23]([C:25]4[CH:30]=[CH:29][C:28]([CH3:31])=[CH:27][CH:26]=4)[N:24]=3)=[CH:16][N:17]=2)=[CH:8][N:9]=1)[CH2:2][CH3:3]. Procedure: BMS (0.015 mL, 0.15 mmol) was added to a solution of 2-(propylamino)-N-(5-(4-p-tolylthiazol-2-ylcarbamoyl)thiazol-2-yl)thiazole-5-carboxamide (15 mg, 0.03 mmol) in THF (1 mL) at RT. The resulting solution was stirred at RT overnight. The reaction was then quenched with MeOH (0.5 mL). 1N HCl was added until pH=2. After stirring the reaction mixture at RT for 12 hrs, the organic solvents were evaporated and the aqueous solution was neutralized with a NaHCO3 saturated aqueous solution, extracted wi... Solvent: C1CCOC1 (THF). Yields the product C(CC)NC=1SC(=CN1)CNC=1SC(=CN1)CNC=1SC=C(N1)C1=CC=C(C=C1)C (N-propyl-5-((5-((4-p-tolylthiazol-2-ylamino)methyl)thiazol-2-ylamino)methyl)thiazol-2-amine). Yield: 36.5%. Run at time 8 hour. Starting materials: C(C1=CC=CC=C1)(=O)Cl (benzoyl chloride), solution, C(CCC)[Li] (butyllithium), C1(CCCC1)OC1CCC(N1)=O (5-cyclopentyloxy pyrrolidin-2-one). Run in O1CCCC1 (tetrahydrofuran), CCCCCC (hexane), O1CCCC1 (tetrahydrofuran). Yields the product C(C1=CC=CC=C1)(=O)N1C(CCC1OC1CCCC1)=O (1-benzoyl 5-cyclopentyloxy pyrrolidin-2-one). The yield is 70.2%. Reaction SMILES: C([Li])CCC.[CH:6]1([O:11][CH:12]2[NH:16][C:15](=[O:17])[CH2:14][CH2:13]2)[CH2:10][CH2:9][CH2:8][CH2:7]1.[C:18](Cl)(=[O:25])[C:19]1[CH:24]=[CH:23][CH:22]=[CH:21][CH:20]=1>CCCCCC.O1CCCC1>[C:18]([N:16]1[CH:12]([O:11][CH:6]2[CH2:7][CH2:8][CH2:9][CH2:10]2)[CH2:13][CH2:14][C:15]1=[O:17])(=[O:25])[C:19]1[CH:24]=[CH:23][CH:22]=[CH:21][CH:20]=1. Procedure: 11.8 cm3 of a 1.5M solution of butyllithium in hexane is added at -70° C. to a solution of 3 g of 5-cyclopentyloxy pyrrolidin-2-one in 140 cm3 of tetrahydrofuran. The mixture is maintained at this temperature for 20 minutes, then a solution of 2.49 g of benzoyl chloride in 20 cm3 of tetrahydrofuran is added. The whole is heated gently, then brought to dryness under reduced pressure. After chromatography on silica (eluent: hexane-ethyl acetate 7-3), 3.4 g of expected product is obtained.